From a dataset of the Open Reaction Database (ORD), a public repository of structured organic reaction records. describe an organic reaction: reactants, conditions, products, and yield Reactants: C (charcoal), methiodide, CN1N=C(N=C1)C=1C=NC=CC1 (1-Methyl-3-(3-pyridyl)-1,2,4-triazole), [BH4-].[Na+] (sodium borohydride). Solvent: CCOCC (ether), CO (methanol), [Cl-].[Na+] (sodium chloride). Reaction conditions: temperature -10 celsius, time 3 hour. Yields the product CN1N=C(N=C1)C=1CN(CCC1)C (1-Methyl-3-(1-methyl-1,2,5,6-tetrahydro-3-pyridyl)-1,2,4-triazole). Reaction SMILES: [CH3:1][N:2]1[CH:6]=[N:5][C:4]([C:7]2[CH:8]=[N:9][CH:10]=[CH:11][CH:12]=2)=[N:3]1.[BH4-].[Na+].[CH4:15]>CO.[Cl-].[Na+].CCOCC>[CH3:1][N:2]1[CH:6]=[N:5][C:4]([C:7]2[CH2:8][N:9]([CH3:15])[CH2:10][CH2:11][CH:12]=2)=[N:3]1 |f:1.2,5.6|. Reported procedure: A suspension of 6.3 g (0.020 mol) of the methiodide of 57 (prepared from 57 by the procedure described in Example 1) in 75 ml of methanol was cooled to -10° C., and 1.0 g (0.026 mol) of sodium borohydride was added. When the gas evolution had ceased, the mixture was stirred for 3 h at room temperature. Evaporation in vacuo gave a red oil which was dissolved in 100 ml of a saturated sodium chloride solution. Extraction with 4×100 ml of dichloromethane, drying of the organic phase over magnesium s... The reactants are C(C)OC(CNCCNS(=O)(=O)C=1SC(=NN1)C1=C(C=C(C=C1)Cl)[N+](=O)[O-])=O (N-{2-[5-(4-chloro-2-nitrophenyl)-1,3,4-thiadiazole-2-sulfonylamino]-ethyl}-glycine ethyl ester), COC1=CC=C(COC(=O)NC2=NC(N(C=C2)CC(=O)O)=O)C=C1 ([4-N-(4-methoxybenzyloxycarbonyl)-cytosin-1-yl]-acetic acid). The product is C(C)OC(CN(C(CN1C(=O)N=C(NC(=O)OCC2=CC=C(C=C2)OC)C=C1)=O)CCNS(=O)(=O)C=1SC(=NN1)C1=C(C=C(C=C1)Cl)[N+](=O)[O-])=O (N-{2-[5-(4-Chloro-2-nitrophenyl)-1,3,4-thiadiazole-2-sulfonylamino]-ethyl}-N-{[4-N-(4-methoxybenzyloxycarbonyl)-cytosin-1-yl]-acetyl}-glycine ethyl ester). RXN SMILES: [CH2:1]([O:3][C:4](=[O:28])[CH2:5][NH:6][CH2:7][CH2:8][NH:9][S:10]([C:13]1[S:14][C:15]([C:18]2[CH:23]=[CH:22][C:21]([Cl:24])=[CH:20][C:19]=2[N+:25]([O-:27])=[O:26])=[N:16][N:17]=1)(=[O:12])=[O:11])[CH3:2].[CH3:29][O:30][C:31]1[CH:52]=[CH:51][C:34]([CH2:35][O:36][C:37]([NH:39][C:40]2[CH:45]=[CH:44][N:43]([CH2:46][C:47](O)=[O:48])[C:42](=[O:50])[N:41]=2)=[O:38])=[CH:33][CH:32]=1>>[CH2:1]([O:3][C:4](=[O:28])[CH2:5][N:6]([CH2:7][CH2:8][NH:9][S:10]([C:13]1[S:14][C:15]([C:18]2[CH:23]=[CH:22][C:21]([Cl:24])=[CH:20][C:19]=2[N+:25]([O-:27])=[O:26])=[N:16][N:17]=1)(=[O:12])=[O:11])[C:47](=[O:48])[CH2:46][N:43]1[CH:44]=[CH:45][C:40]([NH:39][C:37]([O:36][CH2:35][C:34]2[CH:51]=[CH:52][C:31]([O:30][CH3:29])=[CH:32][CH:33]=2)=[O:38])=[N:41][C:42]1=[O:50])[CH3:2]. Procedure: The title compound was synthesized by the reaction of N-{2-[5-(4-chloro-2-nitrophenyl)-1,3,4-thiadiazole-2-sulfonylamino]-ethyl}-glycine ethyl ester with [4-N-(4-methoxybenzyloxycarbonyl)-cytosin-1-yl]-acetic acid as per the procedure of example 13. 1H NMR (500 MHz; DMSO-d6) δ 10.69 (s, 1H), 9.21 (brs, 0.6H), 9.09 (brs, 0.4H), 8.40 (s, 1H), 8.07–7.96 (m, 2H), 7.92 (d, 0.6H), 7.86 (d, 0.4H), 7.36 (d, 2H), 7.02 (d, 0.6H), 7.01 (d, 1H), 6.94 (d, 2H), 5.12 (s, 2H), 4.81 (s, 1.2H), 4.64 (s, 0.8H), 4.... The reactants are C(C1=CC=CC=C1)OC(=O)N1CCC(CC1)C=1SC(=C(N1)C1=C(C(=CC=C1)N(COC)S(=O)(=O)C1=C(C=CC(=C1)F)F)F)C1=CC(=NC=C1)NC(=O)OC(C)(C)C (Benzyl-4-[5-{2-[(tert-butoxycarbonyl)amino]pyridin-4-yl}-4-(3-{[(2,5-difluorophenyl)sulfonyl]-(methoxymethyl)amino}-2-fluorophenyl)-1,3-thiazol-2-yl]piperidine-1-carboxylate), C(=O)[O-].[NH4+] (Ammonium formate). The reagents and catalysts are [Pd] (palladium on charcoal). Solvent: C(C)O (ethanol). The product is C(C)(C)(C)OC(NC1=NC=CC(=C1)C1=C(N=C(S1)C1CCNCC1)C1=C(C(=CC=C1)N(COC)S(=O)(=O)C1=C(C=CC(=C1)F)F)F)=O (tert-butyl-{4-[4-(3-{[(2,5-difluorophenyl)sulfonyl]-(methoxymethyl)amino}-2-fluorophenyl)-2-(piperidin-4-yl)-1,3-thiazol-5-yl]pyridin-2-yl}carbamate). Yield: 83.6%. As a reaction SMILES: C(OC([N:11]1[CH2:16][CH2:15][CH:14]([C:17]2[S:18][C:19]([C:44]3[CH:49]=[CH:48][N:47]=[C:46]([NH:50][C:51]([O:53][C:54]([CH3:57])([CH3:56])[CH3:55])=[O:52])[CH:45]=3)=[C:20]([C:22]3[CH:27]=[CH:26][CH:25]=[C:24]([N:28]([S:32]([C:35]4[CH:40]=[C:39]([F:41])[CH:38]=[CH:37][C:36]=4[F:42])(=[O:34])=[O:33])[CH2:29][O:30][CH3:31])[C:23]=3[F:43])[N:21]=2)[CH2:13][CH2:12]1)=O)C1C=CC=CC=1.C([O-])=O.[NH4+]>C(O)C.[Pd]>[C:54]([O:53][C:51](=[O:52])[NH:50][C:46]1[CH:45]=[C:44]([C:19]2[S:18][C:17]([CH:14]3[CH2:15][CH2:16][NH:11][CH2:12][CH2:13]3)=[N:21][C:20]=2[C:22]2[CH:27]=[CH:26][CH:25]=[C:24]([N:28]([S:32]([C:35]3[CH:40]=[C:39]([F:41])[CH:38]=[CH:37][C:36]=3[F:42])(=[O:33])=[O:34])[CH2:29][O:30][CH3:31])[C:23]=2[F:43])[CH:49]=[CH:48][N:47]=1)([CH3:57])([CH3:55])[CH3:56] |f:1.2|. Procedure: Benzyl-4-[5-{2-[(tert-butoxycarbonyl)amino]pyridin-4-yl}-4-(3-{[(2,5-difluorophenyl)sulfonyl]-(methoxymethyl)amino}-2-fluorophenyl)-1,3-thiazol-2-yl]piperidine-1-carboxylate (prepared as described in Example 10, 110 mg, 0.13 mmol) was dissolved in absolute ethanol (10 mL) under nitrogen atmosphere. Ammonium formate (440 mg, 7 mmol) and palladium on charcoal 5% (150 mg portionwise) were then added. The mixture was refluxed for 2 days, then filtered on a celite pad and evaporated to dryness. The r... Yield: 27.4%. Procedure: By following a procedure analogous to the one described in EXAMPLE 1b, N-(3,5-bis(trifluoromethyl)-phenyl)-N'-cyano-O-phenylisourea (1 mmol, 373 mg) was treated with 4-(2-aminoethyl)pyridine (1.15 mmol, 140.5 mg) to give 110 mg (27%) of the title product; Starting materials: FC(C=1C=C(C=C(C1)C(F)(F)F)NC(OC1=CC=CC=C1)=NC#N)(F)F (N-(3,5-bis(trifluoromethyl)-phenyl)-N'-cyano-O-phenylisourea), NCCC1=CC=NC=C1 (4-(2-aminoethyl)pyridine). RXN SMILES: [F:1][C:2]([F:26])([F:25])[C:3]1[CH:4]=[C:5]([NH:13][C:14](=[N:22][C:23]#[N:24])OC2C=CC=CC=2)[CH:6]=[C:7]([C:9]([F:12])([F:11])[F:10])[CH:8]=1.[NH2:27][CH2:28][CH2:29][C:30]1[CH:35]=[CH:34][N:33]=[CH:32][CH:31]=1>>[C:23]([NH:22][C:14]([NH:13][C:5]1[CH:6]=[C:7]([C:9]([F:11])([F:10])[F:12])[CH:8]=[C:3]([C:2]([F:26])([F:1])[F:25])[CH:4]=1)=[N:27][CH2:28][CH2:29][C:30]1[CH:35]=[CH:34][N:33]=[CH:32][CH:31]=1)#[N:24]. The product is C(#N)NC(=NCCC1=CC=NC=C1)NC1=CC(=CC(=C1)C(F)(F)F)C(F)(F)F (N-Cyano-N'-(3,5-bis(trifluoromethyl)phenyl)-N"-(2-(4-pyridinyl)ethyl)guanidine). Starting materials: CC1(C)OCC(c2ccc3cc(Oc4ccc(Oc5ccccc5)cc4)ccc3c2)([N+](=O)[O-])CO1, CC(=O)O, [Zn]. As a reaction SMILES: [CH3:1][C:2]1([CH3:35])[O:3][CH2:4][C:5]([c:8]2[cH:9][c:10]3[cH:11][cH:12][c:13]([O:18][c:19]4[cH:20][cH:21][c:22]([O:25][c:26]5[cH:27][cH:28][cH:29][cH:30][cH:31]5)[cH:23][cH:24]4)[cH:14][c:15]3[cH:16][cH:17]2)([N+:32]([O-:33])=[O:34])[CH2:6][O:7]1.[CH3:36][C:37](=[O:38])[OH:39].[Zn:40]>>[CH3:1][C:2]1([CH3:35])[O:3][CH2:4][C:5]([c:8]2[cH:9][c:10]3[cH:11][cH:12][c:13]([O:18][c:19]4[cH:20][cH:21][c:22]([O:25][c:26]5[cH:27][cH:28][cH:29][cH:30][cH:31]5)[cH:23][cH:24]4)[cH:14][c:15]3[cH:16][cH:17]2)([NH2:32])[CH2:6][O:7]1. The product is CC1(C)OCC(N)(c2ccc3cc(Oc4ccc(Oc5ccccc5)cc4)ccc3c2)CO1. The reactants are [H-].[Al+3].[Li+].[H-].[H-].[H-] (lithium aluminium hydride), Na2SO4.10H2O, CC12C(OC=3C=CC=C(C3C1C2)OCOC)=O (1a-methyl-7-{[(methyloxy)methyl]oxy}-1a,7b-dihydrocyclopropa[c]chromen-2(1H)-one), CC12C(OC=3C=CC=C(C3C1C2)OCOC)=O (1a-methyl-7-{[(methyloxy)methyl]oxy}-1a,7b-dihydrocyclopropa[c]chromen-2(1H)-one). Run in C(C)(=O)OCC (ethyl acetate), O1CCCC1 (tetrahydrofuran), C1CCOC1 (THF). Reaction conditions: time 20 minute. Product: OCC1(C(C1)C1=C(C=CC=C1OCOC)O)C (2-[2-(hydroxymethyl)-2-methylcyclopropyl]-3-{[(methyloxy)methyl]oxy}phenol). Yield: 83.8%. RXN SMILES: [CH3:1][C:2]12[CH2:12][CH:11]1[C:10]1[C:9]([O:13][CH2:14][O:15][CH3:16])=[CH:8][CH:7]=[CH:6][C:5]=1[O:4][C:3]2=[O:17].[H-].[Al+3].[Li+].[H-].[H-].[H-]>O1CCCC1.C(OCC)(=O)C>[OH:17][CH2:3][C:2]1([CH3:1])[CH2:12][CH:11]1[C:10]1[C:9]([O:13][CH2:14][O:15][CH3:16])=[CH:8][CH:7]=[CH:6][C:5]=1[OH:4] |f:1.2.3.4.5.6|. Procedure: To a solution of 1a-methyl-7-{[(methyloxy)methyl]oxy}-1a,7b-dihydrocyclopropa[c]chromen-2(1H)-one (Intermediate 122, 360 mg) in dry tetrahydrofuran (15 ml) stirred under nitrogen at 0° C. was added a solution of lithium aluminium hydride (1.0M in THF, 1.537 ml, 1.537 mmol) and the reaction mixture was stirred at that temperature for 20 minutes. The reaction was then diluted with THF (20 ml) and quenched with the addition of Na2SO4.10H2O (10 eq) leaving the mixture under stirring for 30 minutes. ...